Dataset: the Open Reaction Database (ORD), a public repository of structured organic reaction records. Task: describe an organic reaction: reactants, conditions, products, and yield Reactants: CC(C)(C)OC(=O)OC(C)(C)C, c1ccc2c(c1)CCN2, ClCCl, [Na+], [OH-], O. Product: CC(C)(C)OC(=O)N1CCc2ccccc21. RXN SMILES: [C:1]([O:2][C:6]([O:7][C:8]([CH3:9])([CH3:10])[CH3:11])=[O:12])([CH3:3])([CH3:4])[CH3:5].[CH2:13]1[CH2:14][c:15]2[cH:16][cH:17][cH:18][cH:19][c:20]2[NH:21]1.[Cl:24][CH2:25][Cl:26].[Na+:23].[OH-:22].[OH2:27]>>[C:6]([O:7][C:8]([CH3:9])([CH3:10])[CH3:11])(=[O:12])[N:21]1[CH2:13][CH2:14][c:15]2[cH:16][cH:17][cH:18][cH:19][c:20]21. Starting materials: O=C([O-])[O-], COc1cc(-c2cnn(C)c2)cn2ncc(C#C[Si](C)(C)C)c12, CO, CCOC(C)=O, [K+], [K+], C1CCOC1. Yields the product C#Cc1cnn2cc(-c3cnn(C)c3)cc(OC)c12. As a reaction SMILES: [C:24](=[O:25])([O-:26])[O-:27].[CH3:1][O:2][c:3]1[c:4]2[n:5]([cH:6][c:7](-[c:9]3[cH:10][n:11][n:12]([CH3:14])[cH:13]3)[cH:8]1)[n:15][cH:16][c:17]2[C:18]#[C:19][Si:20]([CH3:21])([CH3:22])[CH3:23].[CH3:35][OH:36].[CH3:37][CH2:38][O:39][C:40](=[O:41])[CH3:42].[K+:28].[K+:29].[O:30]1[CH2:31][CH2:32][CH2:33][CH2:34]1>>[CH3:1][O:2][c:3]1[c:4]2[n:5]([cH:6][c:7](-[c:9]3[cH:10][n:11][n:12]([CH3:14])[cH:13]3)[cH:8]1)[n:15][cH:16][c:17]2[C:18]#[CH:19]. Starting materials: 0C, C1=CN(C=N1)C(=O)N2C=CN=C2 (CDI), C(=O)([O-])[O-].[K+].[K+] (K2CO3), C12CN(CC(CNC1)C2)C[C@@H](COC2=CC=C(C#N)C=C2)O (4-[3-(3,7-diazabicyclo[3.3.1]non-3-yl)-2(S)-hydroxypropoxy)benzonitrile), C1(=C(C(=C(C(=C1F)F)F)N)F)N.Cl.Cl (dihydrochloride), C12CN(CC(CNC1)C2)C(=O)O (3,7-diazabicyclo[3.3.1]nonane-3-carboxylic acid), 7-[(2S)-3-(4-cyanophenoxy)-2-hydroxypropyl]-1,1-dimethylethyl ester, C1(CC1)CO (cyclopropanemethanol). The solvent is C1CCOC1 (THF), C1CCOC1 (THF), C1CCOC1 (THF). Reaction conditions: temperature 85 celsius, time 30 minute. Yields the product C1(CC1)COC(=O)N1CC2CN(CC(C1)C2)C[C@@H](COC2=CC=C(C=C2)C#N)O (7-[3-(4-Cyanophenoxy)-2(S)-hydroxypropyl]-3,7-diazabicyclo[3.3.1]-nonane-3-carboxylic acid cyclopropylmethyl ester). Isolated yield 29.0%. As a reaction SMILES: [CH:1]1([CH2:4][OH:5])[CH2:3][CH2:2]1.C1N=CN([C:11]([N:13]2[CH:17]=N[CH:15]=[CH:14]2)=[O:12])C=1.[CH:18]12CC(CN[CH2:25]1)[CH2:21][N:20]([CH2:27][C@H:28]([OH:39])[CH2:29][O:30][C:31]1[CH:38]=[CH:37][C:34]([C:35]#[N:36])=[CH:33][CH:32]=1)[CH2:19]2.C1(N)C(F)=C(F)C(F)=C(N)C=1F.Cl.Cl.C12CC(CNC1)CN(C(O)=O)C2.C([O-])([O-])=O.[K+].[K+]>C1COCC1>[CH:1]1([CH2:4][O:5][C:11]([N:13]2[CH2:14][CH:15]3[CH2:25][CH:18]([CH2:19][N:20]([CH2:27][C@H:28]([OH:39])[CH2:29][O:30][C:31]4[CH:38]=[CH:37][C:34]([C:35]#[N:36])=[CH:33][CH:32]=4)[CH2:21]3)[CH2:17]2)=[O:12])[CH2:3][CH2:2]1 |f:3.4.5,7.8.9|. Procedure details: A cooled solution of cyclopropanemethanol (1.8 g; 25 mmol) in THF (7 mL) was added to a stirred 0C dispersion of CDI (4.05 g; 25 mmol) in THF (15 mL), and the reaction mixture was stirred for 30 minutes. A fraction of this solution (3.75 mL; 4.35 mmol) was added to a dispersion of 4-[3-(3,7-diazabicyclo[3.3.1]non-3-yl)-2(S)-hydroxypropoxy)benzonitrile (2.25 g; 6.0 mmol; dihydrochloride salt; prepared from 3,7-diazabicyclo[3.3.1]nonane-3-carboxylic acid and 7-[(2S)-3-(4-cyanophenoxy)-2-hydroxypro... Starting materials: C1(CC1)C=1C=CC(=NC1OCC1CC1)C(=O)O (5-cyclopropyl-6-cyclopropylmethoxy-pyridine-2-carboxylic acid), Cl.FC(C(O)C1CNCC1)(F)F (2,2,2-trifluoro-1-(pyrrolidin-3-yl)ethanol hydrochloride). The product is C1(CC1)C=1C=CC(=NC1OCC1CC1)C(=O)N1CC(CC1)C(C(F)(F)F)O ([5-Cyclopropyl-6-(cyclopropylmethoxy)pyridin-2-yl]-[3-(2,2,2-trifluoro-1-hydroxyethyl)pyrrolidin-1-yl]methanone). Yield: 48.6%. Reaction SMILES: [CH:1]1([C:4]2[CH:5]=[CH:6][C:7]([C:15]([OH:17])=O)=[N:8][C:9]=2[O:10][CH2:11][CH:12]2[CH2:14][CH2:13]2)[CH2:3][CH2:2]1.Cl.[F:19][C:20]([F:29])([F:28])[CH:21]([CH:23]1[CH2:27][CH2:26][NH:25][CH2:24]1)[OH:22]>>[CH:1]1([C:4]2[CH:5]=[CH:6][C:7]([C:15]([N:25]3[CH2:26][CH2:27][CH:23]([CH:21]([OH:22])[C:20]([F:28])([F:29])[F:19])[CH2:24]3)=[O:17])=[N:8][C:9]=2[O:10][CH2:11][CH:12]2[CH2:13][CH2:14]2)[CH2:2][CH2:3]1 |f:1.2|. Reported procedure: In analogy to the procedure described in Example 127 e), 5-cyclopropyl-6-cyclopropylmethoxy-pyridine-2-carboxylic acid (Example 3 c, 20 mg, 85.7 μmol) was reacted with 2,2,2-trifluoro-1-(pyrrolidin-3-yl)ethanol hydrochloride (CAN of corresponding free base: 943906-23-8, 21.2 mg, 103 μmol) to obtain the title compound (16 mg, 49%) as colorless liquid, MS (EI): m/e=385.3 [MH+].